This data is from the Open Reaction Database (ORD), a public repository of structured organic reaction records. The task is: describe an organic reaction: reactants, conditions, products, and yield Reactants: BrC(Br)(Br)Br, C=CCO, Cc1cn(C2CC(O)C(CO)O2)c(=O)[nH]c1=O, CN(C)C=O, c1ccc(P(c2ccccc2)c2ccccc2)cc1. Yields the product C=CCBr, Cc1cn(C2CC(O)C(CO)O2)c(=O)[nH]c1=O. Reaction SMILES: [C:41]([Br:42])([Br:43])([Br:44])[Br:45].[CH2:1]([CH:2]=[CH2:3])[OH:4].[CH:5]1([n:13]2[c:14](=[O:15])[nH:16][c:17](=[O:18])[c:19]([CH3:20])[cH:21]2)[CH2:6][CH:7]([OH:8])[CH:9]([CH2:10][OH:11])[O:12]1.[O:46]=[CH:47][N:48]([CH3:49])[CH3:50].[c:22]1([P:23]([c:24]2[cH:25][cH:26][cH:27][cH:28][cH:29]2)[c:30]2[cH:31][cH:32][cH:33][cH:34][cH:35]2)[cH:36][cH:37][cH:38][cH:39][cH:40]1>>[CH2:1]([CH:2]=[CH2:3])[Br:42].[CH:5]1([n:13]2[c:14](=[O:15])[nH:16][c:17](=[O:18])[c:19]([CH3:20])[cH:21]2)[CH2:6][CH:7]([OH:8])[CH:9]([CH2:10][OH:11])[O:12]1.